The task is: describe an organic reaction: reactants, conditions, products, and yield. This data is from the Open Reaction Database (ORD), a public repository of structured organic reaction records. Reactants: C(C1=CN=CC=C1)(=O)NN=C\C=C\C (crotonaldehyde nicotinoyl hydrazone). The solvent is C1(=CC=CC=C1)C1=CC=CC=C1.CCOCC (biphenyl ether). Run at time 3 hour. Yields the product C(C1=CN=CC=C1)(=O)N1N=CCC1C (1-nicotinoyl-5-methyl-2-pyrazoline). The yield is 42.1%. As a reaction SMILES: [C:1]([NH:9][N:10]=[CH:11]/[CH:12]=[CH:13]/[CH3:14])(=[O:8])[C:2]1[CH:7]=[CH:6][CH:5]=[N:4][CH:3]=1>C1(C2C=CC=CC=2)C=CC=CC=1.CCOCC>[C:1]([N:9]1[CH:13]([CH3:14])[CH2:12][CH:11]=[N:10]1)(=[O:8])[C:2]1[CH:7]=[CH:6][CH:5]=[N:4][CH:3]=1 |f:1.2|. Procedure details: Nineteen grams of this hydrazone was suspended in 50 ml of biphenyl ether, followed by stirring at 200°-220° C. (bath temperature) for 3 hours. After cooling, the reaction liquid was purified by silica gel chromatography (CHCl3 :MeOH=100:1). Thus there was obtained 8.0 g of 1-nicotinoyl-5-methyl-2-pyrazoline in the form of an oil (bp. 143°-145° C./0.3 mmHg). The yield was 42.1%. The reactants are C1CCNCC1, CCOC(=O)CC#N, CC(=O)[O-], Cc1ccccc1, CC(=O)O, [NH4+], O=C1CCOCC1, O. Yields the product CCOC(=O)C(C#N)=C1CCOCC1. Reaction SMILES: [CH2:21]1[CH2:22][CH2:23][NH:24][CH2:25][CH2:26]1.[CH2:8]([CH3:9])[O:10][C:11]([CH2:12][C:13]#[N:14])=[O:15].[CH3:17][C:18](=[O:19])[O-:20].[CH3:27][c:28]1[cH:29][cH:30][cH:31][cH:32][cH:33]1.[CH3:35][C:36](=[O:37])[OH:38].[NH4+:16].[O:1]1[CH2:2][CH2:3][C:4](=[O:7])[CH2:5][CH2:6]1.[OH2:34]>>[O:1]1[CH2:2][CH2:3][C:4](=[C:12]([C:11]([O:10][CH2:8][CH3:9])=[O:15])[C:13]#[N:14])[CH2:5][CH2:6]1. The reactants are [K].OC1=NS(N=C1N1CCOCC1)=O (3-Hydroxy-4-morpholino-1,2,5-thiadiazole-1-oxide potassium salt), C([O-])(O)=O.[Na+] (sodium bicarbonate), CN(C)C=O (DMF), ClC1=CC=C(C(=O)Cl)C=C1 (p-chlorobenzoylchloride). The solvent is C(Cl)Cl (methylene chloride). Run at time 1 hour. The product is ClC1=CC=C(C(=O)N2S(N=C(C2=O)N2CCOCC2)=O)C=C1 (2-(p-chlorobenzoyl)-4-morpholino-1,2,5-thiadiazole-3-one-1-oxide). As a reaction SMILES: [K].[OH:2][C:3]1[C:7]([N:8]2[CH2:13][CH2:12][O:11][CH2:10][CH2:9]2)=[N:6][S:5](=[O:14])[N:4]=1.CN(C=O)C.[Cl:20][C:21]1[CH:29]=[CH:28][C:24]([C:25](Cl)=[O:26])=[CH:23][CH:22]=1.C(=O)(O)[O-].[Na+]>C(Cl)Cl>[Cl:20][C:21]1[CH:29]=[CH:28][C:24]([C:25]([N:4]2[C:3](=[O:2])[C:7]([N:8]3[CH2:13][CH2:12][O:11][CH2:10][CH2:9]3)=[N:6][S:5]2=[O:14])=[O:26])=[CH:23][CH:22]=1 |f:0.1,4.5,^1:0|. Procedure: To a slurry of 2.3 grams of the potassium salt (C) from Example III(a) in 10 ml methylene chloride and 5 ml DMF is added 1.5 ml p-chlorobenzoylchloride. This mixture is allowed to stir for 1 hour at room temperature. After this, saturated sodium bicarbonate solution is added and the product is extracted into methylene chloride. The organic layer is dried and concentrated in vacuo. The crude product (E) is crystallized from ether and hexane to yield 2 grams of the title compound. Starting materials: [H][H] (hydrogen), S1C=CC=C1 (thiophene), C(C)O (ethanol), FC1=CC=C(C=C1)C(CCCN1CC(N(CC1)CC(=O)NC1=C(C=C(C=C1C)[N+](=O)[O-])C)CO)C1=CC=C(C=C1)F (4-[4,4-bis(4-fluorophenyl)butyl]-N-(2,6-dimethyl-4-nitrophenyl)-2-(hydroxymethyl)-1-piperazineacetamide). Reagents/catalysts: [Pt] (platinum-on-charcoal). Run in CO (methanol). The product is NC1=CC(=C(C(=C1)C)NC(CN1C(CN(CC1)CCCC(C1=CC=C(C=C1)F)C1=CC=C(C=C1)F)CO)=O)C (N-(4-amino-2,6-dimethylphenyl)-4-[4,4-bis(4-fluorophenyl)butyl]-2-(hydroxymethyl)-1-piperazineacetamide). Yield: 54.0%. Reaction SMILES: S1C=CC=C1.C(O)C.[F:9][C:10]1[CH:15]=[CH:14][C:13]([CH:16]([C:43]2[CH:48]=[CH:47][C:46]([F:49])=[CH:45][CH:44]=2)[CH2:17][CH2:18][CH2:19][N:20]2[CH2:25][CH2:24][N:23]([CH2:26][C:27]([NH:29][C:30]3[C:35]([CH3:36])=[CH:34][C:33]([N+:37]([O-])=O)=[CH:32][C:31]=3[CH3:40])=[O:28])[CH:22]([CH2:41][OH:42])[CH2:21]2)=[CH:12][CH:11]=1.[H][H]>[Pt].CO>[NH2:37][C:33]1[CH:32]=[C:31]([CH3:40])[C:30]([NH:29][C:27](=[O:28])[CH2:26][N:23]2[CH2:24][CH2:25][N:20]([CH2:19][CH2:18][CH2:17][CH:16]([C:13]3[CH:12]=[CH:11][C:10]([F:9])=[CH:15][CH:14]=3)[C:43]3[CH:48]=[CH:47][C:46]([F:49])=[CH:45][CH:44]=3)[CH2:21][CH:22]2[CH2:41][OH:42])=[C:35]([CH3:36])[CH:34]=1. Procedure: To 1 part of a solution of 2 parts of thiophene in 40 parts of ethanol were added 3.4 parts of 4-[4,4-bis(4-fluorophenyl)butyl]-N-(2,6-dimethyl-4-nitrophenyl)-2-(hydroxymethyl)-1-piperazineacetamide and 120 parts of methanol. The whole is hydrogenated at normal pressure and at room temperature with 2 parts of platinum-on-charcoal catalyst 5%. After the calculated amount of hydrogen was taken up, the catalyst was filtered off and the filtrate was evaporated. The oily residue was purified by colum... Starting materials: BrC=1C=CC(=C(CNC)C1)OC1=CC=C(C=C1)SC (N-{5-Bromo-2-[4-(methylsulfanyl)phenoxy]benzyl}-N-methylamine), C([O-])([O-])=O.[K+].[K+] (potassium carbonate), compound, N1N=NC=C1 (triazole). The reagents and catalysts are [Cu] (copper). Reaction conditions: temperature 160 celsius. Yields the product CNCC1=C(C=CC(=C1)N1N=CC=N1)OC1=CC=C(C=C1)SC (N-methyl-N-[2-[4-(methylsulfanyl)phenoxy]-5-(2 H-1,2,3-triazol-2-yl)benzyl]amine). As a reaction SMILES: Br[C:2]1[CH:3]=[CH:4][C:5]([O:11][C:12]2[CH:17]=[CH:16][C:15]([S:18][CH3:19])=[CH:14][CH:13]=2)=[C:6]([CH:10]=1)[CH2:7][NH:8][CH3:9].C(=O)([O-])[O-].[K+].[K+].[NH:26]1[CH:30]=[CH:29][N:28]=[N:27]1>[Cu]>[CH3:9][NH:8][CH2:7][C:6]1[CH:10]=[C:2]([N:27]2[N:28]=[CH:29][CH:30]=[N:26]2)[CH:3]=[CH:4][C:5]=1[O:11][C:12]1[CH:17]=[CH:16][C:15]([S:18][CH3:19])=[CH:14][CH:13]=1 |f:1.2.3|. Reported procedure: The bromide of Example 23 (2.0 g, 6 mmol) was mixed with copper powder (378 mg, 6 mmol) 1,2,3-triazole (ca. 5 g, excess), and potassium carbonate (828 mg, 6 mmol) were heated together at 160° C. for 48 h. After cooling to room temperature the reaction mixture was partitioned between sodium hydroxide (3 M) and ethyl acetate. The organic layer was separated and washed with sodium hydroxide (3 M) (3 x), water, and brine, before being dried (MgSO4) and evaporated. The resulting residue was purified ... Reactants: ClC1=CC(=NC(=N1)SC)N(C(=O)OC(C)(C)C)C(=O)OC(C)(C)C (6-chloro-N,N-di-BOC-2-(methyl-thio)pyrimidin-4-amine), CC1(OB(OC1(C)C)C1=C(C=NC=C1)N)C (4-(4,4,5,5-tetramethyl-1,3,2-dioxaborolan-2-yl)pyridin-3-amine). Reagents/catalysts: C1=CC=C(C=C1)P([C-]2C=CC=C2)C3=CC=CC=C3.C1=CC=C(C=C1)P([C-]2C=CC=C2)C3=CC=CC=C3.Cl[Pd]Cl.[Fe+2].C(Cl)Cl (Pd(dppf)Cl2 DCM). Run in COCCOC (DME). Yields the product NC=1C=NC=CC1C1=CC(=NC(=N1)SC)N(C(=O)OC(C)(C)C)C(=O)OC(C)(C)C (6-(3-aminopyridin-4-yl)-N,N-di-BOC-2-(methyl-thio)pyrimidin-4-amine). The yield is 32.0%. Reaction SMILES: Cl[C:2]1[N:7]=[C:6]([S:8][CH3:9])[N:5]=[C:4]([N:10]([C:18]([O:20][C:21]([CH3:24])([CH3:23])[CH3:22])=[O:19])[C:11]([O:13][C:14]([CH3:17])([CH3:16])[CH3:15])=[O:12])[CH:3]=1.CC1(C)C(C)(C)OB([C:33]2[CH:38]=[CH:37][N:36]=[CH:35][C:34]=2[NH2:39])O1>COCCOC.C1C=CC(P(C2C=CC=CC=2)[C-]2C=CC=C2)=CC=1.C1C=CC(P(C2C=CC=CC=2)[C-]2C=CC=C2)=CC=1.Cl[Pd]Cl.[Fe+2].C(Cl)Cl>[NH2:39][C:34]1[CH:35]=[N:36][CH:37]=[CH:38][C:33]=1[C:2]1[N:7]=[C:6]([S:8][CH3:9])[N:5]=[C:4]([N:10]([C:18]([O:20][C:21]([CH3:24])([CH3:23])[CH3:22])=[O:19])[C:11]([O:13][C:14]([CH3:17])([CH3:16])[CH3:15])=[O:12])[CH:3]=1 |f:3.4.5.6.7|. Procedure details: Method 26 was followed using 6-chloro-N,N-di-BOC-2-(methyl-thio)pyrimidin-4-amine (1.0 equiv.), 4-(4,4,5,5-tetramethyl-1,3,2-dioxaborolan-2-yl)pyridin-3-amine (3.0 equiv.), Pd(dppf)Cl2-DCM (0.10 equiv.) in DME/2M Na2CO3 (0.07M) at 90° C. for 30 min. Purification via SiO2 column chromatography eluting with EtOAc and hexanes (1:1) afforded 6-(3-aminopyridin-4-yl)-N,N-di-BOC-2-(methyl-thio)pyrimidin-4-amine in 32% yield. LCMS (m/z): 434.2 (MH+); LC Rt=3.56 min. Reactants: C(=O)O (formic acid), C(C)(=O)OC(C)=O (acetic anhydride), N[C@@H](CC(=O)O)C(=O)O (L-aspartic acid), O.O.O.O.C(C)(=O)[O-].[Mg+2].C(C)(=O)[O-] (magnesium acetate tetrahydrate). The product is C(=O)N[C@H]1CC(=O)OC1=O (N-formyl-L-aspartic anhydride). Procedure details: To 671 ml of formic acid, 226 ml of acetic acid and 226 ml of toluene was added 1437 ml of acetic anhydride. After 910 g of L-aspartic acid and 12.8 g of magnesium acetate tetrahydrate were added to the thus prepared solution, the mixture was kept at a temperature of 45° C. and reacted for 3.5 hours with stirring. To the resulting slurry was added 3970 ml of toluene. After ice-cooling for an hour with stirring, the mixture was filtered, while performing suction, to give 917 g of crystalline N-fo... Reaction SMILES: [CH:1](O)=[O:2].C(OC(=O)C)(=O)C.[NH2:11][C@H:12]([C:17]([OH:19])=[O:18])[CH2:13][C:14]([OH:16])=O.O.O.O.O.C([O-])(=O)C.[Mg+2].C([O-])(=O)C>C1(C)C=CC=CC=1.C(O)(=O)C>[CH:1]([NH:11][C@@H:12]1[C:17](=[O:18])[O:19][C:14](=[O:16])[CH2:13]1)=[O:2] |f:3.4.5.6.7.8.9|. Run in C1(=CC=CC=C1)C (toluene), C(C)(=O)O (acetic acid), C1(=CC=CC=C1)C (toluene). Isolated yield 60.0%. Run at temperature 22 celsius, time 1 hour. Reactants: C(C1=CC=CC=C1)N1CC2CC3=C(C2CC1)C=CS3 (6-Benzyl-4,5,6,7,7a,8-hexahydro-3bH-1-thia-6-aza-cyclopenta[α]indene), C(=O)([O-])[O-].[K+].[K+] (K2CO3), CC(OC(=O)Cl)Cl (Ace-Cl). Product: S1C=CC2=C1CC1CNCCC21 (4,5,6,7,7a,8-Hexahydro-3bH-1-thia-6-aza-cyclopenta[α]indene). As a reaction SMILES: C([N:8]1[CH2:16][CH2:15][CH:14]2[CH:10]([CH2:11][C:12]3[S:19][CH:18]=[CH:17][C:13]=32)[CH2:9]1)C1C=CC=CC=1.C([O-])([O-])=O.[K+].[K+].CC(Cl)OC(Cl)=O>ClC(Cl)C>[S:19]1[C:12]2[CH2:11][CH:10]3[CH:14]([C:13]=2[CH:17]=[CH:18]1)[CH2:15][CH2:16][NH:8][CH2:9]3 |f:1.2.3|. Solvent: ClC(C)Cl (dichloroethane). Procedure details: The product from step g) (279 mg, 1.04 mmol) in dichloroethane (5.2 ml) was treated with K2CO3 (574 mg, 4.16 mmol) and Ace-Cl (451 μl, 4.16 mmol) at 80° C. for 16 hours. Next, the reaction mixture was filtered, concentrated and the residue was dissolved in anhydrous MeOH (25 ml) and stirred for 1 hour at 22° C. The MeOH was concentrated and triturated with ether to give 135 mg (60%) of the subtitle compound. MS calculated for C10H13NS+H 180, observed 180. The reactants are OC(C1C(=CC(O1)=O)OC)C1=C(C=CC=C1)C(F)(F)F (5-{hydroxy-[2-(trifluoromethyl)phenyl]methyl}-4-methoxy-5H-furan-2-one), BrBr (bromine). Solvent: C(C)#N (acetonitrile). Reaction conditions: time 24 hour. Yields the product BrC=1C(O\C(\C1OC)=C/C1=C(C=CC=C1)C(F)(F)F)=O (3-Bromo-4-methoxy-5-{(Z)-[2-(trifluoromethyl)benzylidene]}-5H-furan-2-one). The yield is 6.0%. RXN SMILES: O[CH:2]([C:11]1[CH:16]=[CH:15][CH:14]=[CH:13][C:12]=1[C:17]([F:20])([F:19])[F:18])[CH:3]1[O:7][C:6](=[O:8])[CH:5]=[C:4]1[O:9][CH3:10].[Br:21]Br>C(#N)C>[Br:21][C:5]1[C:6](=[O:8])[O:7]/[C:3](=[CH:2]\[C:11]2[CH:16]=[CH:15][CH:14]=[CH:13][C:12]=2[C:17]([F:20])([F:19])[F:18])/[C:4]=1[O:9][CH3:10]. Reported procedure: A stirred solution of 5-{hydroxy-[2-(trifluoromethyl)phenyl]methyl}-4-methoxy-5H-furan-2-one (2.9 g, 10.1 mmol) in acetonitrile at room temperature is treated dropwise with bromine (0.52 ml, 10.1 mmol), stirred for 24 h and concentrated in vacuo. The resultant residue is diluted with CH2Cl2 and triethylamine (4.25 ml), cooled in an ice bath, treated with methane sulfonyl chloride (1.6 ml), stirred for 0.5 h at ice bath temperatures, allowed to warm to room temperature for 2 h and diluted with Et...